This data is from the Open Reaction Database (ORD), a public repository of structured organic reaction records. The task is: describe an organic reaction: reactants, conditions, products, and yield Reactants: ice water, ClC1=C(C=NC2=CC(=C(C=C12)OCC)OCC)C#N (4-chloro-6,7-diethoxy-quinoline-3-carbonitrile), NC1=CC=C2C(=CC(OC2=C1)=O)C (7-Amino-4-methyl-coumarin), C([O-])([O-])=O.[Na+].[Na+] (sodium carbonate). Solvent: COCCO (2-methoxyethanol). Run at temperature 100 celsius. The product is C(C)OC=1C=C2C(=C(C=NC2=CC1OCC)C#N)NC1=CC=C2C(=CC(OC2=C1)=O)C (6,7-Diethoxy-4-(4-methyl-2-oxo-2H-chromen-7-ylamino)-quinoline-3-carbonitrile). The yield is 71.8%. As a reaction SMILES: Cl[C:2]1[C:11]2[C:6](=[CH:7][C:8]([O:15][CH2:16][CH3:17])=[C:9]([O:12][CH2:13][CH3:14])[CH:10]=2)[N:5]=[CH:4][C:3]=1[C:18]#[N:19].[NH2:20][C:21]1[CH:30]=[C:29]2[C:24]([C:25]([CH3:32])=[CH:26][C:27](=[O:31])[O:28]2)=[CH:23][CH:22]=1.C(=O)([O-])[O-].[Na+].[Na+]>COCCO>[CH2:13]([O:12][C:9]1[CH:10]=[C:11]2[C:6](=[CH:7][C:8]=1[O:15][CH2:16][CH3:17])[N:5]=[CH:4][C:3]([C:18]#[N:19])=[C:2]2[NH:20][C:21]1[CH:30]=[C:29]2[C:24]([C:25]([CH3:32])=[CH:26][C:27](=[O:31])[O:28]2)=[CH:23][CH:22]=1)[CH3:14] |f:2.3.4|. Reported procedure: A solution of 400 mg (1.44 mM) of 4-chloro-6,7-diethoxy-quinoline-3-carbonitrile and 330 mg (1.88 mM) of 7-Amino-4-methyl-coumarin in 15 ml of 2-methoxyethanol was refluxed for 3 hours. To the warm solution was added 1 ml of 1M sodium carbonate and the sample was heated for 5 minutes at 100° C., then poured into 300 ml of ice water. The solid was collected, washed with water followed by ether and dried under vacuum at 80° C. to yield 431 mg of 6,7-Diethoxy-4-(4-methyl-2-oxo-2H-chromen-7-ylamino)... Reactants: O[C@@H]1[C@]2(C)[C@@H](CC1)[C@@H]1C[C@@H](C3=CC(CC[C@]3(C)[C@H]1CC2)=O)C (17β-hydroxy-6α-methylandrost-4-en-3-one), O[C@@]1([C@]2(C)[C@@H](CC1)[C@@H]1CCC3=C(C(C(C[C@]3(C)[C@H]1CC2)=CO)=O)C)C (17β-Hydroxy-2-hydroxymethylene-4,17-dimethylandrost-4-en-3-one), C(=O)OC (methyl formate), C[O-].[Na+] (sodium methoxide). The solvent is O1CCCC1 (tetrahydrofuran), CO (methanol). Product: O[C@@H]1[C@]2(C)[C@@H](CC1)[C@@H]1C[C@@H](C3=CC(C(C[C@]3(C)[C@H]1CC2)=CO)=O)C (17β-Hydroxy-2-hydroxymethylene-6α-methylandrost-4-en-3-one). Reaction SMILES: [OH:1][C@H:2]1[CH2:7][CH2:6][C@H:5]2[C@H:8]3[C@H:18]([CH2:19][CH2:20][C@:3]12[CH3:4])[C@:16]1([CH3:17])[C:11](=[CH:12][C:13](=[O:21])[CH2:14][CH2:15]1)[C@@H:10]([CH3:22])[CH2:9]3.[CH:23](OC)=[O:24].C[O-].[Na+].O[C@@]1(C)CC[C@H]2[C@H]3[C@H](CC[C@]12C)[C@]1(C)C(=C(C)C(=O)C(=CO)C1)CC3>O1CCCC1.CO>[OH:1][C@H:2]1[CH2:7][CH2:6][C@H:5]2[C@H:8]3[C@H:18]([CH2:19][CH2:20][C@:3]12[CH3:4])[C@:16]1([CH3:17])[C:11](=[CH:12][C:13](=[O:21])[C:14](=[CH:23][OH:24])[CH2:15]1)[C@@H:10]([CH3:22])[CH2:9]3 |f:2.3|. Procedure details: 17β-Hydroxy-2-hydroxymethylene-6α-methylandrost-4-en-3-one was prepared from 286 g. of 17β-hydroxy-6α-methylandrost-4-en-3-one (6α-methyltestosterone), 410 ml. of methyl formate, 140 g. of sodium methoxide, 40 ml. of methanol and 3 l. of tetrahydrofuran according to the procedure of Example 1, part (c). The total product, obtained nearly quantitative yield as an amber glass was used directly in the next reaction.